Dataset: the Open Reaction Database (ORD), a public repository of structured organic reaction records. Task: describe an organic reaction: reactants, conditions, products, and yield Reactants: Cl.Cl.NCCNC1=NC(=NC=C1)N (N4-(2-aminoethyl)pyrimidine-2,4-diamine dihydrochloride), NC1=NC(=CC(=N1)Cl)Cl (2-amino-4,6-dichloropyrimidine). Product: NC1=NC=CC(=N1)NCCNC1=NC(=NC(=C1)Cl)N (N4-{2-[(2-aminopyrimidin-4-yl)amino]ethyl}-6-chloropyrimidine-2,4-diamine). RXN SMILES: Cl.Cl.[NH2:3][CH2:4][CH2:5][NH:6][C:7]1[CH:12]=[CH:11][N:10]=[C:9]([NH2:13])[N:8]=1.[NH2:14][C:15]1[N:20]=[C:19](Cl)[CH:18]=[C:17]([Cl:22])[N:16]=1>>[NH2:13][C:9]1[N:8]=[C:7]([NH:6][CH2:5][CH2:4][NH:3][C:19]2[CH:18]=[C:17]([Cl:22])[N:16]=[C:15]([NH2:14])[N:20]=2)[CH:12]=[CH:11][N:10]=1 |f:0.1.2|. Procedure: The product of Example 1E (250 mg, 1.11 mmol) and 2-amino-4,6-dichloropyrimidine (201 mg, 1.23 mmol) were treated under the conditions described in Example 1F to afford the title compound. 1H NMR (300 MHz, DMSO-d6) δ ppm 3.31-3.41 (m, 4H) 5.72 (d, J=5.95 Hz, 1H) 5.75 (s, 1H) 5.85 (s, 2H) 6.40 (s, 2H) 6.85 (s, 1H) 7.21 (s, 1H) 7.61 (d, J=5.55 Hz, 1H); MS (ESI+) m/z 280.9 (M+H)+. The reactants are O=C([O-])[O-], CCOC(=O)CP(=O)(OCC)OCC, CCO, COc1cc(F)cc(Oc2ccc(C=O)c(C)c2)c1, [K+], [K+]. Product: CCOC(=O)C=Cc1ccc(Oc2cc(F)cc(OC)c2)cc1C. RXN SMILES: [C:34](=[O:35])([O-:36])[O-:37].[CH3:20][CH2:21][O:22][C:23](=[O:24])[CH2:25][P:26]([O:27][CH2:28][CH3:29])([O:30][CH2:31][CH3:32])=[O:33].[CH3:40][CH2:41][OH:42].[F:1][c:2]1[cH:3][c:4]([O:5][c:6]2[cH:7][c:8]([CH3:14])[c:9]([CH:10]=[O:11])[cH:12][cH:13]2)[cH:15][c:16]([O:18][CH3:19])[cH:17]1.[K+:38].[K+:39]>>[F:1][c:2]1[cH:3][c:4]([O:5][c:6]2[cH:7][c:8]([CH3:14])[c:9]([CH:10]=[CH:25][C:23]([O:22][CH2:21][CH3:20])=[O:24])[cH:12][cH:13]2)[cH:15][c:16]([O:18][CH3:19])[cH:17]1. Starting materials: CO, [Cl-], N, [NH4+], CCOC(=O)c1nc2c(cc1F)c(=O)cc(Nc1ccccc1)n2-c1ccccc1. Yields the product NC(=O)c1nc2c(cc1F)c(=O)cc(Nc1ccccc1)n2-c1ccccc1. RXN SMILES: [CH3:34][OH:35].[Cl-:31].[NH3:33].[NH4+:32].[NH:1]([c:2]1[cH:3][cH:4][cH:5][cH:6][cH:7]1)[c:8]1[cH:9][c:10](=[O:30])[c:11]2[cH:12][c:13]([F:29])[c:14]([C:24]([O:26][CH2:25][CH3:27])=[O:28])[n:15][c:16]2[n:17]1-[c:18]1[cH:19][cH:20][cH:21][cH:22][cH:23]1>>[NH:1]([c:2]1[cH:3][cH:4][cH:5][cH:6][cH:7]1)[c:8]1[cH:9][c:10](=[O:30])[c:11]2[cH:12][c:13]([F:29])[c:14]([C:24](=[O:26])[NH2:32])[n:15][c:16]2[n:17]1-[c:18]1[cH:19][cH:20][cH:21][cH:22][cH:23]1. The reactants are 3, CC1(C(CC=C1C)C(CO)CC(=C)C)C (2-(2,2,3-trimethylcyclopent-3-en-1-yl)-4-methyl-4-pentenol), CC=1C=CC(=CC1)S(=O)(=O)O (p-TSA). Solvent: CCCCCC (hexane). Yields the product CC1(OCC(C1)C1C(C(=CC1)C)(C)C)C (2,2-Dimethyl-4-(2,2,3-trimethylcyclopent-3-en-1-yl)tetrahydrofuran). The yield is 91.6%. RXN SMILES: [CH3:1][C:2]1([CH3:15])[C:6]([CH3:7])=[CH:5][CH2:4][CH:3]1[CH:8]([CH2:11][C:12]([CH3:14])=[CH2:13])[CH2:9][OH:10].CC1C=CC(S(O)(=O)=O)=CC=1>CCCCCC>[CH3:13][C:12]1([CH3:14])[CH2:11][CH:8]([CH:3]2[CH2:4][CH:5]=[C:6]([CH3:7])[C:2]2([CH3:15])[CH3:1])[CH2:9][O:10]1. Procedure details: A 500 ml 3 neck round bottomed flask was charged with 56.1 g of 2-(2,2,3-trimethylcyclopent-3-en-1-yl)-4-methyl-4-pentenol, (0.26 mole), 260 ml of hexane, and 0.75 g of p-TSA. The mixture was then refluxed for 7 hours. After cooling the batch was washed with 250 ml of 10% sodium carbonate, and once with 250 ml of brine. The batch was dried with magnesium sulfate, filtered, and concentrated in vacuo. The crude product was distilled through a 10 cm micro Vigreaux column to afford 49.6 g of purifie... Reactants: FC=1C=C(C=C(C1)F)C1=CC=C(C=C1)/C=C/C(=O)OC (methyl (2E)-3-(3′,5′-difluorobiphenyl-4-yl)prop-2-enoate). The reagents and catalysts are [Pd] (Palladium on charcoal). Solvent: C(C)(=O)OCC (ethyl acetate). Conditions: time 2.5 hour. Product: FC=1C=C(C=C(C1)F)C1=CC=C(C=C1)CCC(=O)OC (methyl 3-(3′,5′-difluorobiphenyl-4-yl)propanoate). As a reaction SMILES: [F:1][C:2]1[CH:3]=[C:4]([C:9]2[CH:14]=[CH:13][C:12](/[CH:15]=[CH:16]/[C:17]([O:19][CH3:20])=[O:18])=[CH:11][CH:10]=2)[CH:5]=[C:6]([F:8])[CH:7]=1>C(OCC)(=O)C.[Pd]>[F:1][C:2]1[CH:3]=[C:4]([C:9]2[CH:10]=[CH:11][C:12]([CH2:15][CH2:16][C:17]([O:19][CH3:20])=[O:18])=[CH:13][CH:14]=2)[CH:5]=[C:6]([F:8])[CH:7]=1. Procedure details: To a solution of the compound obtained from step b above (0.79 g) in a mixture of ethyl acetate (˜10 mL), 10% Palladium on charcoal (0.2 g) was added and stirred under hydrogen atmosphere at 30 psi for 2.5 hours. The reaction mixture was filtered through a celite pad washed with ethyl acetate and the filtrate was concentrated under reduced pressure to obtain the title compound (0.77 g) as white solid which was used as such for the next step. Reactants: Cl (hydrochloric acid), ClCC(=O)O (chloroacetic acid), OC1=C(C=C(C(C(=O)O)O)C=C1)C (4-hydroxy-3-methylmandelic acid), [OH-].[Na+] (sodium hydroxide), ice water. Run in O (water). Reaction conditions: temperature 80 celsius, time 3 hour. Yields the product C(=O)(O)COC1=C(C=C(C(C(=O)O)O)C=C1)C (4-carboxymethoxy-3-methylmandelic acid). Isolated yield 47.0%. Reaction SMILES: Cl[CH2:2][C:3]([OH:5])=[O:4].[OH:6][C:7]1[CH:17]=[CH:16][C:10]([CH:11]([OH:15])[C:12]([OH:14])=[O:13])=[CH:9][C:8]=1[CH3:18].[OH-].[Na+].Cl>O>[C:3]([CH2:2][O:6][C:7]1[CH:17]=[CH:16][C:10]([CH:11]([OH:15])[C:12]([OH:14])=[O:13])=[CH:9][C:8]=1[CH3:18])([OH:5])=[O:4] |f:2.3|. Procedure details: 4.7 g (0.05 mol) of chloroacetic acid is added to a solution of 9.11 g (0.05 mol) of 4-hydroxy-3-methylmandelic acid and 6.0 g (0.15 mol) of sodium hydroxide in 25 ml of water, and the mixture is then stirred at 80° C. for 3 hours. The reaction mixture is acidified with concentrated hydrochloric acid, cooled with ice/water, and the precipitated product is filtered, washed with water and dried in a high vacuum, giving 5.65 g (62%) of 4-carboxymethoxy-3-methylmandelic acid, melting point 95°-100° ...